From a dataset of the Open Reaction Database (ORD), a public repository of structured organic reaction records. describe an organic reaction: reactants, conditions, products, and yield Solvent: CCO (EtOH). Reagents/catalysts: [Pd] (Pd/C). The product is S(N)(OC[C@H]1O[C@H](C[C@@H]1O)N1C=C(C2=C1N=CN=C2CCC2=CC=CC=C2)CC)(=O)=O ({(2R,3S,5R)-5-[5-Ethyl-4-(2-phenylethyl)-7H-pyrrolo[2,3-d]pyrimidin-7-yl]-3-hydroxytetrahydrofuran-2-yl}methyl sulfamate). Yield: 11.8%. Starting materials: O (H2O), S(N)(OC[C@H]1O[C@H](C[C@@H]1O)N1C=C(C2=C1N=CN=C2CCC2=CC=CC=C2)C#C)(=O)=O ({(2R,3S,5R)-5-[5-ethynyl-4-(2-phenylethyl)-7H-pyrrolo[2,3-d]pyrimidin-7-yl]-3-hydroxytetrahydrofuran-2-yl}methyl sulfamate). Reported procedure: A suspension of {(2R,3S,5R)-5-[5-ethynyl-4-(2-phenylethyl)-7H-pyrrolo[2,3-d]pyrimidin-7-yl]-3-hydroxytetrahydrofuran-2-yl}methyl sulfamate (0.0824 g, 0.190 mmol) and Pd/C (10% wt, ˜50% H2O, 0.01 g) in EtOH (10 mL) was stirred under an atmosphere of H2 (1 atm) for 5 h at r.t. The reaction mixture was filtered through celite and the filtrate was concentrated. The residue was purified by flash chromatography (0 to 10% MeOH/DCM) to give the title compound (0.010 g, 11%). As a reaction SMILES: [S:1](=[O:31])(=[O:30])([O:3][CH2:4][C@@H:5]1[C@@H:9]([OH:10])[CH2:8][C@H:7]([N:11]2[C:15]3[N:16]=[CH:17][N:18]=[C:19]([CH2:20][CH2:21][C:22]4[CH:27]=[CH:26][CH:25]=[CH:24][CH:23]=4)[C:14]=3[C:13]([C:28]#[CH:29])=[CH:12]2)[O:6]1)[NH2:2].O>CCO.[Pd]>[S:1](=[O:30])(=[O:31])([O:3][CH2:4][C@@H:5]1[C@@H:9]([OH:10])[CH2:8][C@H:7]([N:11]2[C:15]3[N:16]=[CH:17][N:18]=[C:19]([CH2:20][CH2:21][C:22]4[CH:27]=[CH:26][CH:25]=[CH:24][CH:23]=4)[C:14]=3[C:13]([CH2:28][CH3:29])=[CH:12]2)[O:6]1)[NH2:2]. Starting materials: C(C1=CC=CC=C1)N1CC(C(C1)O)CS(=O)(=O)C (1-Benzyl-4-hydroxy-3-methanesulfonylmethylpyrrolidine), [N-]=[N+]=[N-].[Na+] (sodium azide). Solvent: CO.O (methanol water). The product is C(C1=CC=CC=C1)N1CC(C(C1)O)CN=[N+]=[N-] (1-benzyl-4-hydroxy-3-azidomethylpyrrolidine). The yield is 85.7%. Reaction SMILES: [CH2:1]([N:8]1[CH2:12][CH:11]([OH:13])[CH:10]([CH2:14]S(C)(=O)=O)[CH2:9]1)[C:2]1[CH:7]=[CH:6][CH:5]=[CH:4][CH:3]=1.[N-:19]=[N+:20]=[N-:21].[Na+]>CO.O>[CH2:1]([N:8]1[CH2:12][CH:11]([OH:13])[CH:10]([CH2:14][N:19]=[N+:20]=[N-:21])[CH2:9]1)[C:2]1[CH:7]=[CH:6][CH:5]=[CH:4][CH:3]=1 |f:1.2,3.4|. Reported procedure: 1-Benzyl-4-hydroxy-3-methanesulfonylmethylpyrrolidine (80.8 g) is added to methanol-water (3:2) (1 liter), and thereto is added dropwise sodium azide (24.5 g), and the mixture is refluxed for 24 hours. After the reaction, the mixture is concentrated and extracted with dichloromethane. The dichloromethane solution is washed with water and saturated saline, dried and concentrated to give 1-benzyl-4-hydroxy-3-azidomethylpyrrolidine (59.7 g) as an oil.